Dataset: the Open Reaction Database (ORD), a public repository of structured organic reaction records. Task: describe an organic reaction: reactants, conditions, products, and yield The reactants are C1COC(CC2=C(C(=CC=C2)C(=O)OC)N)(CC)O1 (1-(2-amino-3-methoxycarbonylphenyl)butan-2-one ethylene ketal), C(#N)C1=C(C=CC=C1)C1=CC=C(C=C1)CBr (2'-(cyano)biphenyl-4-yl-methylbromide), C([O-])([O-])=O.[K+].[K+] (potassium carbonate). The solvent is CN(C=O)C (dimethylformamide), C(C)(=O)OCC (ethyl acetate). The product is C1COC(CC2=C(C(=CC=C2)C(=O)OC)NCC2=CC=C(C=C2)C2=C(C=CC=C2)C#N)(CC)O1 (1-[2-(2"-cyanobiphenyl-4'-ylmethylamino)-3-methoxycarbonylphenyl]butan-2-one ethylene ketal). The yield is 43.2%. As a reaction SMILES: [CH2:1]1[O:19][C:4]([CH2:17][CH3:18])([CH2:5][C:6]2[CH:11]=[CH:10][CH:9]=[C:8]([C:12]([O:14][CH3:15])=[O:13])[C:7]=2[NH2:16])[O:3][CH2:2]1.[C:20]([C:22]1[CH:27]=[CH:26][CH:25]=[CH:24][C:23]=1[C:28]1[CH:33]=[CH:32][C:31]([CH2:34]Br)=[CH:30][CH:29]=1)#[N:21].C(=O)([O-])[O-].[K+].[K+]>CN(C)C=O.C(OCC)(=O)C>[CH2:2]1[O:3][C:4]([CH2:17][CH3:18])([CH2:5][C:6]2[CH:11]=[CH:10][CH:9]=[C:8]([C:12]([O:14][CH3:15])=[O:13])[C:7]=2[NH:16][CH2:34][C:31]2[CH:30]=[CH:29][C:28]([C:23]3[CH:24]=[CH:25][CH:26]=[CH:27][C:22]=3[C:20]#[N:21])=[CH:33][CH:32]=2)[O:19][CH2:1]1 |f:2.3.4|. Procedure: A mixture of 1-(2-amino-3-methoxycarbonylphenyl)butan-2-one ethylene ketal (T) (0.7 g) (prepared, e.g., as described in Preparation 14), 2'-(cyano)biphenyl-4-yl-methylbromide (0.826 g) and potassium carbonate (0.41 g) in dimethylformamide (20 ml) was heated at 80°-90° C. for 16 hours under an inert atmosphere. The reaction mixture was concentrated under reduced pressure, and the residue obtained was diluted with ethyl acetate (100 ml), washed twice with cold water, and then brine. The solvent wa... Starting materials: ClCCl, Cc1nccn1-c1ccc(Nc2nc3c(c(Cc4ccc(F)cc4)n2)CSCC3)cc1, O, O=C(OO)c1cccc(Cl)c1. The product is Cc1nccn1-c1ccc(Nc2nc3c(c(Cc4ccc(F)cc4)n2)CS(=O)CC3)cc1. Reaction SMILES: [Cl:44][CH2:45][Cl:46].[F:1][c:2]1[cH:3][cH:4][c:5]([CH2:6][c:7]2[c:8]3[c:9]([n:10][c:11]([NH:13][c:14]4[cH:15][cH:16][c:17](-[n:20]5[c:21]([CH3:25])[n:22][cH:23][cH:24]5)[cH:18][cH:19]4)[n:12]2)[CH2:26][CH2:27][S:28][CH2:29]3)[cH:30][cH:31]1.[OH2:43].[OH:32][O:33][C:34]([c:35]1[cH:36][c:37]([Cl:38])[cH:39][cH:40][cH:41]1)=[O:42]>>[F:1][c:2]1[cH:3][cH:4][c:5]([CH2:6][c:7]2[c:8]3[c:9]([n:10][c:11]([NH:13][c:14]4[cH:15][cH:16][c:17](-[n:20]5[c:21]([CH3:25])[n:22][cH:23][cH:24]5)[cH:18][cH:19]4)[n:12]2)[CH2:26][CH2:27][S:28](=[O:32])[CH2:29]3)[cH:30][cH:31]1.